This data is from the Open Reaction Database (ORD), a public repository of structured organic reaction records. The task is: describe an organic reaction: reactants, conditions, products, and yield The reactants are CCO, [Cl-], Cl, COc1ccc([N+](=O)[O-])cc1F, O, O. Yields the product COc1ccc(N)cc1F. RXN SMILES: [CH3:17][CH2:18][OH:19].[Cl-:3].[ClH:16].[F:4][c:5]1[c:6]([O:14][CH3:15])[cH:7][cH:8][c:9]([N+:11]([O-:12])=[O:13])[cH:10]1.[OH2:1].[OH2:2]>>[F:4][c:5]1[c:6]([O:14][CH3:15])[cH:7][cH:8][c:9]([NH2:11])[cH:10]1. Starting materials: OC1=NC(=CN=C1C(=O)O)C (2-Hydroxy-6-methylpyrazine-3-carboxylic acid), C(C)O (ethanol). Run at time 8 hour. Yields the product OC1=NC(=CN=C1C(=O)OCC)C (Ethyl 2-hydroxy-6-methylpyrazine-3-carboxylate). RXN SMILES: [OH:1][C:2]1[C:7]([C:8]([OH:10])=[O:9])=[N:6][CH:5]=[C:4]([CH3:11])[N:3]=1.[CH2:12](O)[CH3:13]>>[OH:1][C:2]1[C:7]([C:8]([O:10][CH2:12][CH3:13])=[O:9])=[N:6][CH:5]=[C:4]([CH3:11])[N:3]=1. Procedure: 2-Hydroxy-6-methylpyrazine-3-carboxylic acid (32.5 g), prepared as described in J. Chem. Soc. 1955, 1379, was suspended in 500 mL of ethanol. The solution was cooled in an ice bath and hydrogen chloride gas was bubbled into the solution for 15 minutes. The mixture was stirred overnight at ambient temperature and then refluxed for 2 hours. The ethanol was removed under reduced pressure and the residue obtained crystallized from ethanol/ether to give 21.48 g of the title compound. m.p. 153° C.